From a dataset of the Open Reaction Database (ORD), a public repository of structured organic reaction records. describe an organic reaction: reactants, conditions, products, and yield The reactants are C(C=C)(=O)OC (methyl acrylate), N(=O)OC(C)(C)C (tert-butyl nitrite), NC=1C(=CC(=C(C1)N1N=C(N(C1=O)C(F)F)C)Cl)Cl (1-(5-amino-2,4-dichlorophenyl)-4-difluoromethyl-4,5-dihydro-3-methyl-1,2,4-triazol-5(1H)-one), Cl (hydrochloric acid). Reagents/catalysts: [Cu](Cl)Cl (copper (II) chloride). Run in C(C)#N (acetonitrile), C(C)#N (acetonitrile). Run at temperature 0 celsius. Yields the product ClC(C(=O)OC)CC1=C(C=C(C(=C1)N1N=C(N(C1=O)C(F)F)C)Cl)Cl (methyl 2-chloro-3-[2,4-dichloro-5 -(4-difluoromethyl-4,5-dihydro-3-methyl-5-oxo-1H-1,2,4-triazol-I-yl)phenyl]propionate). Reaction SMILES: [C:1]([O:5][CH3:6])(=[O:4])[CH:2]=[CH2:3].N(OC(C)(C)C)=O.N[C:15]1[C:16]([Cl:32])=[CH:17][C:18]([Cl:31])=[C:19]([N:21]2[C:25](=[O:26])[N:24]([CH:27]([F:29])[F:28])[C:23]([CH3:30])=[N:22]2)[CH:20]=1.[ClH:33]>C(#N)C.[Cu](Cl)Cl>[Cl:33][CH:2]([CH2:3][C:15]1[CH:20]=[C:19]([N:21]2[C:25](=[O:26])[N:24]([CH:27]([F:29])[F:28])[C:23]([CH3:30])=[N:22]2)[C:18]([Cl:31])=[CH:17][C:16]=1[Cl:32])[C:1]([O:5][CH3:6])=[O:4]. Procedure details: To a cold (0° C.), stirred mixture of 28.7 g (0.333 mole) of methyl acrylate, 2.51 g (0.0244 mole) of tert-butyl nitrite, and 2.6 g (0.019 mole) of copper (II) chloride in 50 mL of acetonitrile was added dropwise a solution of 5.0 g (0.016 mole) of 1-(5-amino-2,4-dichlorophenyl)-4-difluoromethyl-4,5-dihydro-3-methyl-1,2,4-triazol-5(1H)-one in 15 mL of acetonitrile. After complete addition the reaction mixture was allowed to warm to room temperature and was stirred for approximately 18 hours. The... Reactants: aqueous solution, C[N+]1(CCOCC1)[O-] (N-methylmorpholineoxide), COC1=CC=C2N=CC(N(C2=C1)CC=C)=O (7-Methoxy-1-(2-propen-1-yl)quinoxalin-2(1H)-one), O1CCCC1.O.CC(=O)C (tetrahydrofuran water acetone). The reagents and catalysts are [Os](=O)(=O)(=O)=O (osmium tetroxide). The solvent is C(C)(=O)OCC (ethyl acetate). Run at time 2 day. The product is OC(CN1C(C=NC2=CC=C(C=C12)OC)=O)CO (1-(2,3-Dihydroxypropyl)-7-methoxyquinoxalin-2(1H)-one). Isolated yield 99.0%. As a reaction SMILES: [CH3:1][O:2][C:3]1[CH:12]=[C:11]2[C:6]([N:7]=[CH:8][C:9](=[O:16])[N:10]2CC=C)=[CH:5][CH:4]=1.C[N+]1([O-])CC[O:21]CC1.O1CCCC1.O.[CH3:31][C:32]([CH3:34])=[O:33]>C(OCC)(=O)C.[Os](=O)(=O)(=O)=O>[OH:33][CH:32]([CH2:34][OH:21])[CH2:31][N:10]1[C:11]2[C:6](=[CH:5][CH:4]=[C:3]([O:2][CH3:1])[CH:12]=2)[N:7]=[CH:8][C:9]1=[O:16] |f:2.3.4|. Procedure details: 7-Methoxy-1-(2-propen-1-yl)quinoxalin-2(1H)-one (synthesized with reference to WO2008/9700; 2.77 g, 12.82 mmol) was dissolved in a mixed solvent (100 ml) of tetrahydrofuran/water/acetone (2:1:2). N-methylmorpholineoxide (3.47 g, 25.64 mmol) was added to this solution under cooling on ice and a 4% aqueous solution of osmium tetroxide (1.6 ml, 0.256 mmol) was subsequently added. The reaction solution was stirred for 2 days while the temperature was raised to room temperature. The reaction solution... The reactants are ClC1=C(CCN(S(=O)(=O)C)C2=C(C=C3C(=N2)OC(=C3C(=O)NC)C3=CC=C(C=C3)C)C3CC3)C=CC=C1 (6-(N-(2-chlorophenethyl)methylsulfonamido)-5-cyclopropyl-N-methyl-2-(p-tolyl)furo[2,3-b]pyridine-3-carboxamide), [O-]P(=O)([O-])[O-].[K+].[K+].[K+] (Potassium phosphate Tribasic), C1CCOC1.O (THF water). Reagents/catalysts: [Pd] (Pd). Reaction conditions: temperature 120 celsius. The product is C1(CC1)C=1C=C2C(=NC1N(S(=O)(=O)C)CCC1=C(C=CC=C1)C=C)OC(=C2C(=O)NC)C2=CC=C(C=C2)C (5-cyclopropyl-N-methyl-2-(p-tolyl)-6-(N-(2-vinylphenethyl)methylsulfonamido)furo[2,3-b]pyridine-3-carboxamide). Reaction SMILES: Cl[C:2]1[CH:37]=[CH:36][CH:35]=[CH:34][C:3]=1[CH2:4][CH2:5][N:6]([C:11]1[N:16]=[C:15]2[O:17][C:18]([C:24]3[CH:29]=[CH:28][C:27]([CH3:30])=[CH:26][CH:25]=3)=[C:19]([C:20]([NH:22][CH3:23])=[O:21])[C:14]2=[CH:13][C:12]=1[CH:31]1[CH2:33][CH2:32]1)[S:7]([CH3:10])(=[O:9])=[O:8].[O-]P([O-])([O-])=O.[K+].[K+].[K+].[CH2:46]1COC[CH2:47]1.O>[Pd]>[CH:31]1([C:12]2[CH:13]=[C:14]3[C:19]([C:20]([NH:22][CH3:23])=[O:21])=[C:18]([C:24]4[CH:29]=[CH:28][C:27]([CH3:30])=[CH:26][CH:25]=4)[O:17][C:15]3=[N:16][C:11]=2[N:6]([CH2:5][CH2:4][C:3]2[CH:34]=[CH:35][CH:36]=[CH:37][C:2]=2[CH:46]=[CH2:47])[S:7]([CH3:10])(=[O:8])=[O:9])[CH2:32][CH2:33]1 |f:1.2.3.4,5.6|. Procedure: Combined 6-(N-(2-chlorophenethyl)methylsulfonamido)-5-cyclopropyl-N-methyl-2-(p-tolyl)furo[2,3-b]pyridine-3-carboxamide (38 mg, 0.071 mmol), Potassium phosphate Tribasic (nH2O) (244 mg, 1.059 mmol) and Pd-catalyst (42.4 mg, 0.071 mmol) in 3.4 mL 2:1 THF/water. Heated at 120° C. μwave for 20 min. Added water 50 mL and extracted 4× with EtOAc. Conc on vac. Taken up in DMF/ACN/drop of water Purified via HPLC C18 40-75% ACN/water (0.1% NH4OH)40 mL/min over 20 min to give 10.4 mg 5-cyclopropyl-N-meth... Starting materials: CSC=1S\C(\C(N1)=O)=C/C=1C=C2C=CC=NC2=CC1 (2-methylsulfanyl-5-[1-quinolin-6-yl-meth-(Z)-ylidene]-thiazol-4-one), S1C(=NC=C1)N (thiazol-2-ylamine), CCN(C(C)C)C(C)C (DIEA). The product is S1C(=NC=C1)NC=1S\C(\C(N1)=O)=C/C=1C=C2C=CC=NC2=CC1 (2-(thiazol-2-ylamino)-5-[1-quinolin-6-yl-meth-(Z)-ylidene]-thiazol-4-one). Reaction SMILES: CS[C:3]1[S:4]/[C:5](=[CH:9]\[C:10]2[CH:11]=[C:12]3[C:17](=[CH:18][CH:19]=2)[N:16]=[CH:15][CH:14]=[CH:13]3)/[C:6](=[O:8])[N:7]=1.[S:20]1[CH:24]=[CH:23][N:22]=[C:21]1[NH2:25].CCN(C(C)C)C(C)C>>[S:20]1[CH:24]=[CH:23][N:22]=[C:21]1[NH:25][C:3]1[S:4]/[C:5](=[CH:9]\[C:10]2[CH:11]=[C:12]3[C:17](=[CH:18][CH:19]=2)[N:16]=[CH:15][CH:14]=[CH:13]3)/[C:6](=[O:8])[N:7]=1. Procedure: Similar procedure as described in example 1b was used, starting from 2-methylsulfanyl-5-[1-quinolin-6-yl-meth-(Z)-ylidene]-thiazol-4-one, thiazol-2-ylamine and DIEA to give 2-(thiazol-2-ylamino)-5-[1-quinolin-6-yl-meth-(Z)-ylidene]-thiazol-4-one. LC-MS m/e 339 (MH+). Starting materials: II (iodine), C(C)(=O)O (acetic acid), COC(C1=C(C=C(C(=C1)OC)OC)Br)OC (2-Bromo-4,5-dimethoxybenzaldehyde dimethylacetal), C(CCC)[Li] (n-butyllithium). The solvent is O1CCCC1 (tetrahydrofuran), O1CCCC1 (tetrahydrofuran). Run at temperature -70 celsius, time 30 minute. The product is IC1=C(C=O)C=C(C(=C1)OC)OC (2-iodo-4,5-dimethoxybenzaldehyde). Isolated yield 72.7%. RXN SMILES: C[O:2][CH:3](OC)[C:4]1[CH:9]=[C:8]([O:10][CH3:11])[C:7]([O:12][CH3:13])=[CH:6][C:5]=1Br.C([Li])CCC.[I:22]I.C(O)(=O)C>O1CCCC1>[I:22][C:5]1[CH:6]=[C:7]([O:12][CH3:13])[C:8]([O:10][CH3:11])=[CH:9][C:4]=1[CH:3]=[O:2]. Reported procedure: 2-Bromo-4,5-dimethoxybenzaldehyde dimethylacetal (59 g) is dissolved in tetrahydrofuran and thereto is added 2.5M n-butyllithium (89 ml) under cooling at -70° C. The reaction mixture is kept below -50° C. for 30 minutes and thereto is added dropwise a solution of iodine (51.4 g) in tetrahydrofuran below -50° C. The mixture is kept at the same temperature for 15 minutes and thereto are added aqueous acetic acid to adjust the pH of the solution at 2. The mixture is allowed to stand at room tempera...